Dataset: the Open Reaction Database (ORD), a public repository of structured organic reaction records. Task: describe an organic reaction: reactants, conditions, products, and yield Starting materials: C1(=CC=C2C=CC3=CC=CC4=CC=C1C2=C34)CCCC(=O)N3CCN(CC=4C=CC=C(CN(CCC3)S(=O)(=O)C3=C(C=CC=C3)[N+](=O)[O-])N4)S(=O)(=O)C4=C(C=CC=C4)[N+](=O)[O-] (6-(1-Pyrenebutyryl)-3,10-bis(2-nitrobenzenesulfonyl)-3,6,10,16-tetraazabicyclo[10.3.1]-hexadeca-1(16),12,14-triene), C1(=CC=CC=C1)S (thiphenol), C(=O)([O-])[O-].[K+].[K+] (K2CO3). Solvent: CN(C)C=O (DMF). Conditions: time 8 hour. The product is C1(=CC=C2C=CC3=CC=CC4=CC=C1C2=C34)CCCC(=O)N3CCNCC=4C=CC=C(CNCCC3)N4 (6-(1-Pyrenebutyryl)-3,6,10,16-tetraazabicyclo[10.3.1]-hexadeca-1(16),12,14-triene). Isolated yield 87.8%. Reaction SMILES: [C:1]1([CH2:17][CH2:18][CH2:19][C:20]([N:22]2[CH2:36][CH2:35][CH2:34][N:33](S(C3C=CC=CC=3[N+]([O-])=O)(=O)=O)[CH2:32][C:31]3[N:49]=[C:27]([CH:28]=[CH:29][CH:30]=3)[CH2:26][N:25](S(C3C=CC=CC=3[N+]([O-])=O)(=O)=O)[CH2:24][CH2:23]2)=[O:21])[C:14]2[C:15]3=[C:16]4[C:11](=[CH:12][CH:13]=2)[CH:10]=[CH:9][CH:8]=[C:7]4[CH:6]=[CH:5][C:4]3=[CH:3][CH:2]=1.C1(S)C=CC=CC=1.C([O-])([O-])=O.[K+].[K+]>CN(C=O)C>[C:1]1([CH2:17][CH2:18][CH2:19][C:20]([N:22]2[CH2:36][CH2:35][CH2:34][NH:33][CH2:32][C:31]3[N:49]=[C:27]([CH:28]=[CH:29][CH:30]=3)[CH2:26][NH:25][CH2:24][CH2:23]2)=[O:21])[C:14]2[C:15]3=[C:16]4[C:11](=[CH:12][CH:13]=2)[CH:10]=[CH:9][CH:8]=[C:7]4[CH:6]=[CH:5][C:4]3=[CH:3][CH:2]=1 |f:2.3.4|. Reported procedure: A mixture of 6-(1-Pyrenebutyryl)-3,10-bis(2-nitrobenzenesulfonyl)-3,6,10,16-tetraazabicyclo[10.3.1]-hexadeca-1(16),12,14-triene (2.26 g, 2.6 mmol), thiphenol (0.87 g, 7.8 mmol) and K2CO3 (3.22 g, 23.4 mmol) in 20 mL of DMF was stirred at rt overnight. The solvent was evaporated and the residue was dissolved in CHCl3—H2O. The organic phase was separated and the aqueous phase was extracted with CHCl3. The combined organic phase was dried (Na2SO4) and concentrated. The residue was purified by flash... Reactants: FC(CO)(F)F (2,2,2-Trifluoroethanol), [H-].[Na+] (NaH), CS(=O)(=O)OCC=1C=NC=C(C1)Br ((5-bromopyridin-3-yl)methyl methanesulfonate). Run in C1CCOC1 (THF), CN(C)C=O (DMF). Reaction conditions: time 2 hour. Product: BrC=1C=NC=C(C1)COCC(F)(F)F (3-Bromo-5-((2,2,2-trifluoroethoxy)methyl)pyridine). The yield is 20.4%. Reaction SMILES: [F:1][C:2]([F:6])([F:5])[CH2:3][OH:4].[H-].[Na+].CS(O[CH2:14][C:15]1[CH:16]=[N:17][CH:18]=[C:19]([Br:21])[CH:20]=1)(=O)=O>C1COCC1.CN(C=O)C>[Br:21][C:19]1[CH:18]=[N:17][CH:16]=[C:15]([CH2:14][O:4][CH2:3][C:2]([F:6])([F:5])[F:1])[CH:20]=1 |f:1.2|. Reported procedure: 2,2,2-Trifluoroethanol (0.434 g, 4.34 mmol) was added to a suspension of NaH (0.198 g, 4.96 mmol) in THF (10 mL). When gas evolution had ceased, a solution of (5-bromopyridin-3-yl)methyl methanesulfonate (see WO2007/076247; 1.10 g, 4.13 mmol) in DMF was added. The resulting mixture was stirred for 2 h at r.t. and then the volatile solvent was evaporated. The remaining solution was diluted with water and extracted with EtOAc (3×30 mL). The combined extracts were dried over MgSO4 and concentrated.... Starting materials: N1=CC(=CC=C1)C1SC[C@H](N1)C(=O)O (2-(3-pyridyl) thiazolidine-4(R)-carboxylic acid), N1=C(C=CC=C1)C(C1=CC=CC=C1)N1CCN(CC1)CCCN (4-[α-(2-pyridyl)benzyl]-1-(3-aminopropyl)piperazine). Product: N1=C(C=CC=C1)C(C1=CC=CC=C1)N1CCN(CC1)CCCNC(=O)[C@H]1NC(SC1)C=1C=NC=CC1 (4(R)-{3-[4-(α-2-Pyridylbenzyl)-1-piperazinyl]propylcarbamoyl}-2-(3-pyridyl) thiazolidine). Isolated yield 16.0%. RXN SMILES: [N:1]1[CH:6]=[CH:5][CH:4]=[C:3]([CH:7]2[NH:11][C@H:10]([C:12]([OH:14])=O)[CH2:9][S:8]2)[CH:2]=1.[N:15]1[CH:20]=[CH:19][CH:18]=[CH:17][C:16]=1[CH:21]([N:28]1[CH2:33][CH2:32][N:31]([CH2:34][CH2:35][CH2:36][NH2:37])[CH2:30][CH2:29]1)[C:22]1[CH:27]=[CH:26][CH:25]=[CH:24][CH:23]=1>>[N:15]1[CH:20]=[CH:19][CH:18]=[CH:17][C:16]=1[CH:21]([N:28]1[CH2:29][CH2:30][N:31]([CH2:34][CH2:35][CH2:36][NH:37][C:12]([C@@H:10]2[CH2:9][S:8][CH:7]([C:3]3[CH:2]=[N:1][CH:6]=[CH:5][CH:4]=3)[NH:11]2)=[O:14])[CH2:32][CH2:33]1)[C:22]1[CH:27]=[CH:26][CH:25]=[CH:24][CH:23]=1. Procedure details: The title compound was prepared in a yield of 16% in a similar manner to that described in Example 17 by reacting 2-(3-pyridyl) thiazolidine-4(R)-carboxylic acid and 4-[α-(2-pyridyl)benzyl]-1-(3-aminopropyl)piperazine (prepared as described in Preparation 41'). Reactants: C(CC)N(C1=C(C(=C(C=C1[N+](=O)[O-])C(F)(F)F)Cl)[N+](=O)[O-])CCC (N,N-di-n-propyl-3-chloro-2,6-dinitro-4-trifluoromethylaniline), N (ammonia). The solvent is C(C)O (ethanol), C(C)O (ethanol). Reaction conditions: temperature 100 celsius. Yields the product C(CC)N(C=1C(=C(C(=CC1[N+](=O)[O-])C(F)(F)F)N)[N+](=O)[O-])CCC (di-n-propyl-2,4-dinitro-6-trifluoromethyl-1,3-phenylenediamine). Reaction SMILES: [CH2:1]([N:4]([CH2:22][CH2:23][CH3:24])[C:5]1[C:10]([N+:11]([O-:13])=[O:12])=[CH:9][C:8]([C:14]([F:17])([F:16])[F:15])=[C:7](Cl)[C:6]=1[N+:19]([O-:21])=[O:20])[CH2:2][CH3:3].[NH3:25]>C(O)C>[CH2:1]([N:4]([CH2:22][CH2:23][CH3:24])[C:5]1[C:6]([N+:19]([O-:21])=[O:20])=[C:7]([NH2:25])[C:8]([C:14]([F:17])([F:16])[F:15])=[CH:9][C:10]=1[N+:11]([O-:13])=[O:12])[CH2:2][CH3:3]. Reported procedure: A glass reaction tube was charged with 4.0 grams (0.0108 mole) of N,N-di-n-propyl-3-chloro-2,6-dinitro-4-trifluoromethylaniline, 5.82 grams (0.0237 mole) of 6.95% ethanolic ammonia and 35 ml. of ethanol. The tube was sealed and heated in an oven at 100°C. for 68 hours. The contents of the tube were cooled and the ethanol removed by evaporation. Water was added to the solid orange rsidue to dissolve the ammnium chloride and the insoluble produced was separated by filtration. The product was disso... Reactants: [OH-].[Na+] (sodium hydroxide), Cl.ClC=1C=CC(=C2CN(C(C12)=O)C(C)C)NN ([7-chloro-2-(1-methylethyl)isoindolin-1-on-4-yl]hydrazine hydrochloride), CO (methanol), CC(=O)O (HOAc), S(O)(O)(=O)=O (sulfuric acid). Reaction conditions: time 18 hour. Product: N1C(NCCC1)=CNC1=C2CN(C(C2=C(C=C1)Cl)=O)C(C)C ((aza-2-piperidylidenemethyl)[7-chloro-2-(1-methylethyl)isoindolin-1-on-4-yl]amine). RXN SMILES: Cl.[Cl:2][C:3]1[CH:4]=[CH:5][C:6]([NH:16]N)=[C:7]2[C:11]=1[C:10](=[O:12])[N:9]([CH:13]([CH3:15])[CH3:14])[CH2:8]2.CO.S(=O)(=O)(O)O.[OH-].[Na+].[CH3:27][C:28](O)=O>>[NH:9]1[CH2:8][CH2:7][CH2:6][NH:16][C:28]1=[CH:27][NH:16][C:6]1[CH:5]=[CH:4][C:3]([Cl:2])=[C:11]2[C:7]=1[CH2:8][N:9]([CH:13]([CH3:15])[CH3:14])[C:10]2=[O:12] |f:0.1,4.5|. Procedure details: A stirred solution of 4.3 grams (0.016 mole) of [7-chloro-2-(1-methylethyl)isoindolin-1-on-4-yl]hydrazine hydrochloride and 10 mL of methanol in 40 mL of HOAc was cooled in an ice-water bath and 2.6 grams (0/023 mole) of O-methylvalerolactin was added dropwise, followed by 0.5 gram (catalyst) of concentrated sulfuric acid. Upon completion of addition, the reaction mixture was allowed to warm to ambient temperature where it stirred for about 18 hours. After this time the reaction mixture was cool... Reactants: C(C)OC(=O)CC=1N=C(SC1)SCC(=O)NC[C@@H]1CNCCO1 ((2S)-[4-(ethoxycarbonylmethyl)thiazol-2-ylthio]-N-[(morpholin-2-yl)methyl]acetamide), ClC1=C(C=C(C=O)C=C1)C(F)(F)F (4-chloro-3-trifluoromethylbenzaldehyde). Product: ClC1=CC=C(CN2C[C@@H](OCC2)CNC(CSC=2SC=C(N2)CC(=O)OCC)=O)C=C1 ((2S)-N-{[4-(4-chlorobenzyl)morpholin-2-yl]methyl}-[4-(ethoxycarbonylmethyl)thiazol-2-ylthio]acetamide), ClC1=C(C=C(CN2C[C@@H](OCC2)CNC(CSC=2SC=C(N2)CC(=O)OCC)=O)C=C1)C(F)(F)F ((2S)-N-{[4-(4-chloro-3-trifluoromethylbenzyl)morpholin-2-yl]methyl}-[4-(ethoxycarbonylmethyl)thiazol-2-ylthio]acetamide), resultant product. Reaction SMILES: [CH2:1]([O:3][C:4]([CH2:6][C:7]1[N:8]=[C:9]([S:12][CH2:13][C:14]([NH:16][CH2:17][C@H:18]2[O:23][CH2:22][CH2:21][NH:20][CH2:19]2)=[O:15])[S:10][CH:11]=1)=[O:5])[CH3:2].[Cl:24][C:25]1[CH:32]=[CH:31][C:28]([CH:29]=O)=[CH:27][C:26]=1[C:33]([F:36])([F:35])[F:34]>>[Cl:24][C:25]1[CH:32]=[CH:31][C:28]([CH2:29][N:20]2[CH2:21][CH2:22][O:23][C@@H:18]([CH2:17][NH:16][C:14](=[O:15])[CH2:13][S:12][C:9]3[S:10][CH:11]=[C:7]([CH2:6][C:4]([O:3][CH2:1][CH3:2])=[O:5])[N:8]=3)[CH2:19]2)=[CH:27][CH:26]=1.[Cl:24][C:25]1[CH:32]=[CH:31][C:28]([CH2:29][N:20]2[CH2:21][CH2:22][O:23][C@@H:18]([CH2:17][NH:16][C:14](=[O:15])[CH2:13][S:12][C:9]3[S:10][CH:11]=[C:7]([CH2:6][C:4]([O:3][CH2:1][CH3:2])=[O:5])[N:8]=3)[CH2:19]2)=[CH:27][C:26]=1[C:33]([F:34])([F:35])[F:36]. Reported procedure: By a similar method as in (85-1), the title compound (663 mg) was obtained as a colorless oil from the resultant product (899 mg) of (75-3) and 4-chloro-3-trifluoromethylbenzaldehyde (396 μL). The reactants are ClC=1N=CC=C2C1N(C=C2)[C@H]([C@@H](CNC)O)C2=CC=CC=C2 ((1S,2R)-1-(7-chloro-pyrrolo[2,3-c]pyridine-1-yl)-3-methylamino-1-phenyl-propan-2-ol), [H][H] (hydrogen). Reagents/catalysts: [Pd] (palladium on carbon). Run in C(C)O (ethanol). The product is Cl.Cl.CNC[C@H]([C@@H](N1C=CC=2C1=CN=CC2)C2=CC=CC=C2)O ((1S,2R)-3-methylamino-1-phenyl-1-(1H-pyrrolo[2,3-c]pyridin-1-yl) propan-2-ol dihydrochloride). Reaction SMILES: [Cl:1][C:2]1[N:3]=[CH:4][CH:5]=[C:6]2[CH:10]=[CH:9][N:8]([C@@H:11]([C:17]3[CH:22]=[CH:21][CH:20]=[CH:19][CH:18]=3)[C@H:12]([OH:16])[CH2:13][NH:14][CH3:15])[C:7]=12.[H][H]>C(O)C.[Pd]>[ClH:1].[ClH:1].[CH3:15][NH:14][CH2:13][C@@H:12]([OH:16])[C@H:11]([C:17]1[CH:22]=[CH:21][CH:20]=[CH:19][CH:18]=1)[N:8]1[C:7]2=[CH:2][N:3]=[CH:4][CH:5]=[C:6]2[CH:10]=[CH:9]1 |f:4.5.6|. Procedure details: (1S,2R)-1-(7-chloro-pyrrolo[2,3-c]pyridine-1-yl)-3-methylamino-1-phenyl-propan-2-ol (0.12 g, 0.38 mmol) was dissolved in ethanol (20 mL) and treated with 10% palladium on carbon. The reaction mixture placed under 50 psi of hydrogen on a Parr shaker for 15 hours. The reaction mixture was filtered through a Celite pad and the filtrate was concentrated in vacuo. The crude product was purified via Biotage Horizon (Flash 25 S, silica, gradient from 30% to 100% of 0.9% ammonium hydroxide in 10% methan...